This data is from the Open Reaction Database (ORD), a public repository of structured organic reaction records. The task is: describe an organic reaction: reactants, conditions, products, and yield Starting materials: O.C(C)(=O)OCC (water ethyl acetate), C(C)(C)(C)OC(=O)N1C(N(C2=C1C(=CC=C2)C2=CN(C=C2)[Si](C(C)C)(C(C)C)C(C)C)CC2=CC=CC=C2)=O (3-benzyl-2-oxo-7-(1-triisopropylsilanyl-1H-pyrrol-3-yl)-2,3-dihydro-benzoimidazole-1-carboxylic acid tert-butyl ester), [F-].C(CCC)[N+](CCCC)(CCCC)CCCC (tetrabutylammonium fluoride), solution. The solvent is O1CCOCC1 (1,4-dioxane), O1CCCC1 (tetrahydrofuran). Conditions: time 45 minute. The product is C(C)(C)(C)OC(=O)N1C(N(C2=C1C(=CC=C2)C2=CNC=C2)CC2=CC=CC=C2)=O (3-benzyl-2-oxo-7-(1H-pyrrol-3-yl)-2,3-dihydro-benzoimidazole-1-carboxylic acid tert-butyl ester). Isolated yield 82.0%. Reaction SMILES: [C:1]([O:5][C:6]([N:8]1[C:12]2[C:13]([C:17]3[CH:21]=[CH:20][N:19]([Si](C(C)C)(C(C)C)C(C)C)[CH:18]=3)=[CH:14][CH:15]=[CH:16][C:11]=2[N:10]([CH2:32][C:33]2[CH:38]=[CH:37][CH:36]=[CH:35][CH:34]=2)[C:9]1=[O:39])=[O:7])([CH3:4])([CH3:3])[CH3:2].[F-].C([N+](CCCC)(CCCC)CCCC)CCC.O.C(OCC)(=O)C>O1CCOCC1.O1CCCC1>[C:1]([O:5][C:6]([N:8]1[C:12]2[C:13]([C:17]3[CH:21]=[CH:20][NH:19][CH:18]=3)=[CH:14][CH:15]=[CH:16][C:11]=2[N:10]([CH2:32][C:33]2[CH:34]=[CH:35][CH:36]=[CH:37][CH:38]=2)[C:9]1=[O:39])=[O:7])([CH3:4])([CH3:2])[CH3:3] |f:1.2,3.4|. Procedure details: To a solution of 3-benzyl-2-oxo-7-(1-triisopropylsilanyl-1H-pyrrol-3-yl)-2,3-dihydro-benzoimidazole-1-carboxylic acid tert-butyl ester (0.768 g, 1.40 mmol) in 30 ml 1,4-dioxane was added tetrabutylammonium fluoride (1.548 mL of a 1M solution in tetrahydrofuran, 1.548 mmol) dropwise over 5 minutes. The reaction mixture was stirred for 45 minutes, and was then added to 200 mL of 1:1 water/ethyl acetate. The layers were separated and the aqueous layer was extracted twice with 100 mL ethyl acetate. ... Starting materials: CN(/C=C/C(=O)C1=NN(C=CC1=O)C=1C=C(C#N)C=CC1)C (3-[3-((E)-3-Dimethylamino-acryloyl)-4-oxo-4H-pyridazin-1-yl]-benzonitrile), C1=NC=CC2=C(C=CC=C12)NN (isoquinolin-5-yl-hydrazine). Yields the product C1=NC=CC2=C(C=CC=C12)N1N=CC=C1C1=NN(C=CC1=O)C=1C=C(C#N)C=CC1 (3-[3-(2-Isoquinolin-5-yl-2H-pyrazol-3-yl)-4-oxo-4H-pyridazin-1-yl]-benzonitrile). As a reaction SMILES: C[N:2](C)/[CH:3]=[CH:4]/[C:5]([C:7]1[C:12](=[O:13])[CH:11]=[CH:10][N:9]([C:14]2[CH:15]=[C:16]([CH:19]=[CH:20][CH:21]=2)[C:17]#[N:18])[N:8]=1)=O.[CH:23]1[C:32]2[C:27](=[C:28]([NH:33]N)[CH:29]=[CH:30][CH:31]=2)[CH:26]=[CH:25][N:24]=1>>[CH:23]1[C:32]2[C:27](=[C:28]([N:33]3[C:5]([C:7]4[C:12](=[O:13])[CH:11]=[CH:10][N:9]([C:14]5[CH:15]=[C:16]([CH:19]=[CH:20][CH:21]=5)[C:17]#[N:18])[N:8]=4)=[CH:4][CH:3]=[N:2]3)[CH:29]=[CH:30][CH:31]=2)[CH:26]=[CH:25][N:24]=1. Reported procedure: The product was obtained starting from 3-[3-((E)-3-Dimethylamino-acryloyl)-4-oxo-4H-pyridazin-1-yl]-benzonitrile (A-19) and isoquinolin-5-yl-hydrazine according to the method described for example 91. MS: M=391.2 (M+H)+ Starting materials: ice water, [Cl-].[NH4+] (ammonium chloride), FC=1C(=CC2=C(SC=C2)C1)C=O (6-fluorobenzo[b]thiophene-5-carbaldehyde), Cl (hydrochloric acid), ClCCOC[Mg]Cl (2-chloroethoxymethylmagnesium chloride), C(O)([O-])=O.[Na+] (sodium hydrogencarbonate). Solvent: C(C)(=O)OCC (ethyl acetate), O1CCCC1 (tetrahydrofuran), O1CCCC1 (tetrahydrofuran). Product: ClCCOCC(O)C1=CC2=C(SC=C2)C=C1F (2-(2-chloroethoxy)-1-(6-fluorobenzo[b]thiophen-5-yl)ethanol). As a reaction SMILES: [F:1][C:2]1[C:3]([CH:11]=[O:12])=[CH:4][C:5]2[CH:9]=[CH:8][S:7][C:6]=2[CH:10]=1.[Cl:13][CH2:14][CH2:15][O:16][CH2:17][Mg]Cl.[Cl-].[NH4+].Cl.C(=O)([O-])O.[Na+]>O1CCCC1.C(OCC)(=O)C>[Cl:13][CH2:14][CH2:15][O:16][CH2:17][CH:11]([C:3]1[C:2]([F:1])=[CH:10][C:6]2[S:7][CH:8]=[CH:9][C:5]=2[CH:4]=1)[OH:12] |f:2.3,5.6|. Procedure details: To a solution of 1.6 g of 6-fluorobenzo[b]thiophene-5-carbaldehyde in 30 ml of tetrahydrofuran is dropwise added 10 ml of 1.6 M tetrahydrofuran solution of 2-chloroethoxymethylmagnesium chloride at -30° C. over ten minutes, and thereafter, the resulting mixture is stirred while ice-cooling for one hour. Subsequently, the thus stirred reaction mixture is introduced into a mixture of 50 ml of ice water, 50 ml of ethyl acetate and 2 g of ammonium chloride, and the resulting mixture is adjusted to p... The reactants are O (water), [OH-].[Na+] (NaOH), O (water), solution, COC(=O)C1=CN=C(S1)NC(=O)OC(C)(C)C (2-tert-butoxycarbonylamino-thiazole-5-carboxylic acid methyl ester), COC(=O)C1=CN=C(S1)NC(=O)OC(C)(C)C (2-tert-butoxycarbonylamino-thiazole-5-carboxylic acid methyl ester), [H-].[H-].[H-].[H-].[Li+].[Al+3] (LAH). The solvent is C1CCOC1 (THF), C1CCOC1 (THF). Conditions: time 1 hour. The product is C(C)(C)(C)OC(NC=1SC(=CN1)CO)=O ((5-hydroxymethyl-thiazol-2-yl)-carbamic acid tert-butyl ester). RXN SMILES: C[O:2][C:3]([C:5]1[S:9][C:8]([NH:10][C:11]([O:13][C:14]([CH3:17])([CH3:16])[CH3:15])=[O:12])=[N:7][CH:6]=1)=O.[H-].[H-].[H-].[H-].[Li+].[Al+3].O.[OH-].[Na+]>C1COCC1>[C:14]([O:13][C:11](=[O:12])[NH:10][C:8]1[S:9][C:5]([CH2:3][OH:2])=[CH:6][N:7]=1)([CH3:17])([CH3:15])[CH3:16] |f:1.2.3.4.5.6,8.9|. Reported procedure: To a suspension of 2-tert-butoxycarbonylamino-thiazole-5-carboxylic acid methyl ester (compound 62.1; 21.7 mmol) in THF was slowly added LAH (25 mL of a 1.0 M solution in THF). After stirring for 1 hour at room temperature the reaction is cautiously hydrolyzed with the sequential addition of water (0.95 mL), 15% aqueous NaOH (0.95 mL) and additional water (2.85 mL). After stirring for 30 minutes the reaction is filtered through a pad of Celite and the filtrate is dried and concentrated to give (... Reactants: C1(CCCC1)C1=CC=C(C(=O)O)C=C1 (4-cyclopentyl-benzoic acid), CN(CCN(C=1SC2=C(N1)C=CC(=C2)N)C)C (N*2*-(2-Dimethylamino-ethyl)-N*2*-methyl-benzothiazole-2,6-diamine). Yields the product C1(CCCC1)C1=CC=C(C(=O)NC2=CC3=C(N=C(S3)N(C)CCN(C)C)C=C2)C=C1 (4-Cyclopentyl-N-{2-[(2-dimethylamino-ethyl)-methyl-amino]-benzothiazol-6-yl}-benzamide), product. The yield is 23.0%. RXN SMILES: [CH:1]1([C:6]2[CH:14]=[CH:13][C:9]([C:10]([OH:12])=O)=[CH:8][CH:7]=2)[CH2:5][CH2:4][CH2:3][CH2:2]1.[CH3:15][N:16]([CH3:31])[CH2:17][CH2:18][N:19]([CH3:30])[C:20]1[S:21][C:22]2[CH:28]=[C:27]([NH2:29])[CH:26]=[CH:25][C:23]=2[N:24]=1>>[CH:1]1([C:6]2[CH:7]=[CH:8][C:9]([C:10]([NH:29][C:27]3[CH:26]=[CH:25][C:23]4[N:24]=[C:20]([N:19]([CH2:18][CH2:17][N:16]([CH3:15])[CH3:31])[CH3:30])[S:21][C:22]=4[CH:28]=3)=[O:12])=[CH:13][CH:14]=2)[CH2:2][CH2:3][CH2:4][CH2:5]1. Procedure details: The title compound is prepared by following General Method A, using 4-cyclopentyl-benzoic acid (0.099 g, 0.52 mmol), and N*2*-(2-Dimethylamino-ethyl)-N*2*-methyl-benzothiazole-2,6-diamine (0.10 g, 0.40 mmol) to give 0.38 g (23%) of product. LC/MS: Retention time=4.97 min; (m/z): calcd for C24H30N4OS (M+H)+: 423.6; found: 423.0. The reactants are CC(=O)NC1CCC2(CCN(C(=O)OC(C)(C)C)CC2)c2ccccc21, ClCCl, O=C(O)C(F)(F)F. The product is CC(=O)NC1CCC2(CCNCC2)c2ccccc21. RXN SMILES: [C:1]([CH3:2])(=[O:3])[NH:4][CH:5]1[CH2:6][CH2:7][C:8]2([c:9]3[cH:10][cH:11][cH:12][cH:13][c:14]31)[CH2:15][CH2:16][N:17]([C:20]([O:21][C:22]([CH3:23])([CH3:24])[CH3:25])=[O:26])[CH2:18][CH2:19]2.[Cl:34][CH2:35][Cl:36].[F:27][C:28]([F:29])([F:30])[C:31]([OH:32])=[O:33]>>[C:1]([CH3:2])(=[O:3])[NH:4][CH:5]1[CH2:6][CH2:7][C:8]2([c:9]3[cH:10][cH:11][cH:12][cH:13][c:14]31)[CH2:15][CH2:16][NH:17][CH2:18][CH2:19]2. The reactants are BrC1=C(C=C(CO)C=C1)OC1OCCCC1 (4-bromo-3-(tetrahydropyran-2-yloxy)benzyl alcohol), C(Br)(Br)(Br)Br (carbon tetrabromide), N1=CC=CC=C1 (pyridine), C1(=CC=CC=C1)P(C1=CC=CC=C1)C1=CC=CC=C1 (triphenylphosphine). Solvent: CCOCC (Et2O), CCOCC (Et2O). Run at temperature 0 celsius, time 1 hour. The product is BrC1=C(C=C(CBr)C=C1)OC1OCCCC1 (4-bromo-3-(tetrahydropyran-2-yloxy)benzyl bromide). Yield: 77.1%. RXN SMILES: [Br:1][C:2]1[CH:9]=[CH:8][C:5]([CH2:6]O)=[CH:4][C:3]=1[O:10][CH:11]1[CH2:16][CH2:15][CH2:14][CH2:13][O:12]1.C(Br)(Br)(Br)[Br:18].N1C=CC=CC=1.C1(P(C2C=CC=CC=2)C2C=CC=CC=2)C=CC=CC=1>CCOCC>[Br:1][C:2]1[CH:9]=[CH:8][C:5]([CH2:6][Br:18])=[CH:4][C:3]=1[O:10][CH:11]1[CH2:16][CH2:15][CH2:14][CH2:13][O:12]1. Procedure: The title compound was prepared adapting the method reported by Wada et al.[Wada, 1979] with the following modifications. To a solution of 4-bromo-3-(tetrahydropyran-2-yloxy)benzyl alcohol (3.0 g, 10.45 mmol), carbon tetrabromide (6.93 g, 20.90 mmol) and anhydrous pyridine (0.85 mL, 10.45 mmol) in anhydrous Et2O (50 mL) at 0° C. was added dropwise a solution of triphenylphosphine (5.48 g, 20.90 mmol) in anhydrous Et2O (10 mL). The mixture was stirred at 0° C. for 1 h and then at room temperature... The reactants are FC(S(=O)(=O)O)(F)F (trifluoromethane sulfonic acid), S1C(=CC=C1)SC(C(=O)O)CC(=O)O (2-(2-thienylthio) succinic acid), C(C(=O)Cl)(=O)Cl (oxalyl chloride), CN(C=O)C (dimethylformamide). Run in C(Cl)Cl (methylene chloride). Conditions: time 2 hour. Yields the product O=C1C2=C(S(C1)C(=O)O)SC=C2 (5,6-dihydro-4-oxo-4H-thieno[2,3-b]thiophene-6-carboxylic acid). Yield: 55.0%. Reaction SMILES: [S:1]1[CH:5]=[CH:4][CH:3]=[C:2]1[S:6][CH:7](CC(O)=O)[C:8]([OH:10])=O.CN(C)[CH:17]=[O:18].C(Cl)(=O)C(Cl)=[O:22].FC(F)(F)S(O)(=O)=O>C(Cl)Cl>[O:10]=[C:8]1[CH2:7][SH:6]([C:17]([OH:18])=[O:22])[C:2]2[S:1][CH:5]=[CH:4][C:3]1=2. Reported procedure: To a stirred suspension of 2-(2-thienylthio) succinic acid (75.5 g, 0.325 mol) in methylene chloride (500 ml) under a nitrogen atmosphere was added dimethylformamide (3 ml) followed by the dropwise addition of oxalyl chloride (70.7 ml, 0.81 mol) over a 1/2 hour period. The mixture was stirred at ambient temperature for 21/2 hours and the resulting solution was concentrated in vacuo to a brown oil. Then 1/2 of this oil was dissolved in methylene chloride (200 ml), cooled to about -78° C. and stir...